From a dataset of the Open Reaction Database (ORD), a public repository of structured organic reaction records. describe an organic reaction: reactants, conditions, products, and yield The reactants are SC1CC(=O)OC1 (β-mercapto-γ-butyrolactone), II (iodine). The solvent is ClCCl (dichloromethane), ClCCl (dichloromethane), ClCCl (dichloromethane). Conditions: temperature 20 celsius, time 18 hour. Yields the product S(SC1CC(OC1)=O)C1CC(OC1)=O (4,4'-Disulfanediylbis(dihydro-furan-2-one)). Isolated yield 28.5%. Reaction SMILES: [SH:1][CH:2]1[CH2:7][O:6][C:4](=[O:5])[CH2:3]1.II>ClCCl>[S:1]([CH:2]1[CH2:7][O:6][C:4](=[O:5])[CH2:3]1)[S:1][CH:2]1[CH2:7][O:6][C:4](=[O:5])[CH2:3]1. Reported procedure: A solution of β-mercapto-γ-butyrolactone (106 mg, 0.9 mmol) in dichloromethane (2 ml) was treated with a solution of iodine (253 mg, 1 mmol) in dichloromethane (5 ml) and the mixture was stirred for 18 h at 20° C. The reaction mixture was diluted with dichloromethane and washed with aqueous sodium metabisulfite solution, dried (MgSO4), the solvent was removed under reduced pressure, and the residue was purified by preparative TLC on a single plate (20 cm×20 cm) run in ethyl acetate-cyclohexane (... The reactants are COCOCC1=CC=C(C=2N1C=CN2)C=O (5-({[(methyloxy)methyl]oxy}methyl)imidazo[1,2-a]pyridine-8-carbaldehyde), Cl.ClC1=C(C=CC=C1Cl)O[C@@H]1C[C@H](C1)N (trans-3-[(2,3-dichlorophenyl)oxy]cyclobutanamine hydrochloride salt), CCN(C(C)C)C(C)C (DIPEA), C(C)(=O)O[BH-](OC(C)=O)OC(C)=O.[Na+] (sodium triacetoxyborohydride). Run in C(Cl)Cl (DCM), CO (methanol), C(Cl)Cl (DCM). Run at time 3.5 hour. Yields the product ClC1=C(C=CC=C1Cl)O[C@@H]1C[C@H](C1)NCC=1C=2N(C(=CC1)COCOC)C=CN2 (trans-3-[(2,3-Dichlorophenyl)oxy]-N-{[5-({[(methyloxy)methyl]oxy}methyl)imidazo[1,2-a]pyridin-8-yl]methyl}cyclobutanamine). Yield: 29.1%. RXN SMILES: [CH3:1][O:2][CH2:3][O:4][CH2:5][C:6]1[N:11]2[CH:12]=[CH:13][N:14]=[C:10]2[C:9]([CH:15]=O)=[CH:8][CH:7]=1.Cl.[Cl:18][C:19]1[C:24]([Cl:25])=[CH:23][CH:22]=[CH:21][C:20]=1[O:26][C@H:27]1[CH2:30][C@H:29]([NH2:31])[CH2:28]1.CCN(C(C)C)C(C)C.C(O[BH-](OC(=O)C)OC(=O)C)(=O)C.[Na+]>C(Cl)Cl.CO>[Cl:18][C:19]1[C:24]([Cl:25])=[CH:23][CH:22]=[CH:21][C:20]=1[O:26][C@H:27]1[CH2:28][C@H:29]([NH:31][CH2:15][C:9]2[C:10]3[N:11]([CH:12]=[CH:13][N:14]=3)[C:6]([CH2:5][O:4][CH2:3][O:2][CH3:1])=[CH:7][CH:8]=2)[CH2:30]1 |f:1.2,4.5|. Procedure details: To a stirred solution of impure 5-({[(methyloxy)methyl]oxy}methyl)imidazo[1,2-a]pyridine-8-carbaldehyde (49 mg, 0.223 mmol) and trans-3-[(2,3-dichlorophenyl)oxy]cyclobutanamine hydrochloride salt (55 mg, 0.205 mmol) in a mixture of DCM (2 mL) and methanol (2 mL) was added DIPEA (0.039 mL, 0.223 mmol) and sodium triacetoxyborohydride (189 mg, 0.89 mmol). The reaction was stirred at ambient temperature for 3.5 hours when LCMS showed the reaction to be complete. DCM (10 mL) was added and the soluti... As a reaction SMILES: F[C:2]1[CH:9]=[C:8]([C:10]2[N:14]3[N:15]=[C:16]([C:24]4[CH:29]=[CH:28][CH:27]=[CH:26][CH:25]=4)[CH:17]=[C:18]([NH:19][CH2:20][CH:21]([CH3:23])[CH3:22])[C:13]3=[N:12][CH:11]=2)[CH:7]=[CH:6][C:3]=1[C:4]#[N:5].O.[NH2:31][NH2:32]>C(O)CCC>[NH2:5][C:4]1[C:3]2[C:2](=[CH:9][C:8]([C:10]3[N:14]4[N:15]=[C:16]([C:24]5[CH:29]=[CH:28][CH:27]=[CH:26][CH:25]=5)[CH:17]=[C:18]([NH:19][CH2:20][CH:21]([CH3:23])[CH3:22])[C:13]4=[N:12][CH:11]=3)=[CH:7][CH:6]=2)[NH:32][N:31]=1 |f:1.2|. Reaction conditions: temperature 120 celsius. Yields the product NC1=NNC2=CC(=CC=C12)C1=CN=C2N1N=C(C=C2NCC(C)C)C2=CC=CC=C2 (3-(3-Amino-1H-indazol-6-yl)-N-isobutyl-6-phenylimidazo[1,2-b]pyridazin-8-amine). Starting materials: FC1=C(C#N)C=CC(=C1)C1=CN=C2N1N=C(C=C2NCC(C)C)C2=CC=CC=C2 (2-fluoro-4-[8-(isobutylamino)-6-phenylimidazo[1,2-b]pyridazin-3-yl]benzonitrile), O.NN (hydrazine hydrate). Isolated yield 53.0%. Procedure: To a solution of 46 mg (119 μmol) 2-fluoro-4-[8-(isobutylamino)-6-phenylimidazo[1,2-b]pyridazin-3-yl]benzonitrile which was prepared according to intermediate example 11a in 2.5 mL n-butanol were added 232 μL hydrazine hydrate and the mixture was heated at 120° C. overnight. The precipitate was filtered, washed with 2-propanol and dried to give 26.5 mg (53%) of the title compound. Solvent: C(CCC)O (n-butanol). Reactants: NC1=NC=CC=N1 (2-aminopyrimidine), COC(=O)C1=C(C=CC=C1)S(=O)(=O)N=C=O (2-methoxycarbonylbenzenesulfonylisocyanate). The solvent is C(C)#N (acetonitrile). Yields the product N1=C(N=CC=C1)NC(=O)NS(=O)(=O)C1=C(C=CC=C1)C(=O)OC (N-[(Pyrimidin-2-yl)aminocarbonyl]-2-methoxycarbonylbenzenesulfonamide). Isolated yield 65.7%. As a reaction SMILES: [NH2:1][C:2]1[N:7]=[CH:6][CH:5]=[CH:4][N:3]=1.[CH3:8][O:9][C:10]([C:12]1[CH:17]=[CH:16][CH:15]=[CH:14][C:13]=1[S:18]([N:21]=[C:22]=[O:23])(=[O:20])=[O:19])=[O:11]>C(#N)C>[N:3]1[CH:4]=[CH:5][CH:6]=[N:7][C:2]=1[NH:1][C:22]([NH:21][S:18]([C:13]1[CH:14]=[CH:15][CH:16]=[CH:17][C:12]=1[C:10]([O:9][CH3:8])=[O:11])(=[O:20])=[O:19])=[O:23]. Reported procedure: With stirring at ambient temperature, 1.0 g of 2-aminopyrimidine in 25 ml of anhydrous acetonitrile was added to 2.4 g of 2-methoxycarbonylbenzenesulfonylisocyanate. After stirring that mixture for 24 hours, the resultant precipitate was filtered off to yield 2.2 g of the desired compound which melted at 188°-192°. Its showing infrared absorption peaks at 1700, 1680 and 1580 cm-1 is consistent for N-[(pyrimidin-2-yl)aminocarbonyl]-2-methoxycarbonylbenzenesulfonamide. Yields the product FC1=C(C=C(C=C1F)F)C#CCN1C[C@@H]([C@@H](CC1)CCC(C1=CC=NC2=CC=C(C=C12)OC)=O)C(=O)OC (methyl (3R,4R)-1-[3-(2,3,5-trifluorophenyl)prop-2-ynyl]-4-[3-oxo-3-(6-methoxyquinolin-4-yl)propyl]piperidine-3-carboxylate). The reagents and catalysts are C=1C=CC(=CC1)[P](C=2C=CC=CC2)(C=3C=CC=CC3)[Pd]([P](C=4C=CC=CC4)(C=5C=CC=CC5)C=6C=CC=CC6)([P](C=7C=CC=CC7)(C=8C=CC=CC8)C=9C=CC=CC9)[P](C=1C=CC=CC1)(C=1C=CC=CC1)C=1C=CC=CC1 (tetrakis(triphenylphosphine)palladium). Reaction conditions: temperature 80 celsius. Run in O (water), C(C)N(CC)CC (triethylamine). The reactants are cuprous iodide, BrC1=C(C(=CC(=C1)F)F)F (1-bromo-2,3,5-trifluorobenzene), CC#CN1C[C@@H]([C@@H](CC1)CCC(C1=CC=NC2=CC=C(C=C12)OC)=O)C(=O)OC (methyl (3R,4R)-1-(3-prop-2-ynyl)-4-[3-oxo-3-(6-methoxyquinolin-4-yl)propyl]piperidine-3-carboxylate). RXN SMILES: Br[C:2]1[CH:7]=[C:6]([F:8])[CH:5]=[C:4]([F:9])[C:3]=1[F:10].[CH3:11][C:12]#[C:13][N:14]1[CH2:19][CH2:18][C@@H:17]([CH2:20][CH2:21][C:22](=[O:35])[C:23]2[C:32]3[C:27](=[CH:28][CH:29]=[C:30]([O:33][CH3:34])[CH:31]=3)[N:26]=[CH:25][CH:24]=2)[C@@H:16]([C:36]([O:38][CH3:39])=[O:37])[CH2:15]1>C(N(CC)CC)C.O.C1C=CC([P]([Pd]([P](C2C=CC=CC=2)(C2C=CC=CC=2)C2C=CC=CC=2)([P](C2C=CC=CC=2)(C2C=CC=CC=2)C2C=CC=CC=2)[P](C2C=CC=CC=2)(C2C=CC=CC=2)C2C=CC=CC=2)(C2C=CC=CC=2)C2C=CC=CC=2)=CC=1>[F:10][C:3]1[C:4]([F:9])=[CH:5][C:6]([F:8])=[CH:7][C:2]=1[C:11]#[C:12][CH2:13][N:14]1[CH2:19][CH2:18][C@@H:17]([CH2:20][CH2:21][C:22](=[O:35])[C:23]2[C:32]3[C:27](=[CH:28][CH:29]=[C:30]([O:33][CH3:34])[CH:31]=3)[N:26]=[CH:25][CH:24]=2)[C@@H:16]([C:36]([O:38][CH3:39])=[O:37])[CH2:15]1 |^1:51,53,72,91|. Reported procedure: 4.05 g of tetrakis(triphenylphosphine)palladium, 0.834 g of cuprous iodide and 7.9 cm3 of 1-bromo-2,3,5-trifluorobenzene are added at a temperature in the region of 20° C., with stirring and under an inert atmosphere, to a solution of 17.28 g of methyl (3R,4R)-1-(3-prop-2-ynyl)-4-[3-oxo-3-(6-methoxyquinolin-4-yl)propyl]piperidine-3-carboxylate in 173 cm3 of triethylamine. After heating for 2 hours at a temperature in the region of 80° C., the reaction mixture is cooled to approximately 20° C., d...